Dataset: the Open Reaction Database (ORD), a public repository of structured organic reaction records. Task: describe an organic reaction: reactants, conditions, products, and yield The reactants are CO, COC(=O)C(CC(C)C)Nc1nc(Cl)c2c(c1F)CN(Cc1ccc(OC)cc1OC)C2=O, [Na+], [OH-]. Yields the product COc1ccc(CN2Cc3c(F)c(NC(CC(C)C)C(=O)O)nc(Cl)c3C2=O)c(OC)c1. RXN SMILES: [CH3:34][OH:35].[Cl:1][c:2]1[n:3][c:4]([NH:24][CH:25]([C:26](=[O:27])[O:28][CH3:29])[CH2:30][CH:31]([CH3:32])[CH3:33])[c:5]([F:23])[c:6]2[c:7]1[C:8](=[O:22])[N:9]([CH2:11][c:12]1[c:13]([O:20][CH3:21])[cH:14][c:15]([O:18][CH3:19])[cH:16][cH:17]1)[CH2:10]2.[Na+:37].[OH-:36]>>[Cl:1][c:2]1[n:3][c:4]([NH:24][CH:25]([C:26](=[O:27])[OH:28])[CH2:30][CH:31]([CH3:32])[CH3:33])[c:5]([F:23])[c:6]2[c:7]1[C:8](=[O:22])[N:9]([CH2:11][c:12]1[c:13]([O:20][CH3:21])[cH:14][c:15]([O:18][CH3:19])[cH:16][cH:17]1)[CH2:10]2. Reactants: BrC=1C=CC(=NC1)C(=O)O (5-Bromo-pyridine-2-carboxylic acid), N1(CCCC1)CCN (2-Pyrrolidin-1-yl-ethylamine), solids, ClC1=NC(=NC(=N1)OC)OC (2-chloro-4,6-dimethoxy-1,3,5-triazine), CN1CCOCC1 (4-methyl morpholine). Run in C(Cl)Cl (DCM). Run at time 1 hour. Yields the product N1(CCCC1)CCNC(=O)C1=NC=C(C=C1)Br (5-Bromo-Pyridine-2-Carboxylic Acid (2-Pyrrolidin-1-yl-Ethyl)-Amide). As a reaction SMILES: [Br:1][C:2]1[CH:3]=[CH:4][C:5]([C:8]([OH:10])=O)=[N:6][CH:7]=1.ClC1N=C(OC)N=C(OC)N=1.CN1CCOCC1.[N:29]1([CH2:34][CH2:35][NH2:36])[CH2:33][CH2:32][CH2:31][CH2:30]1>C(Cl)Cl>[N:29]1([CH2:34][CH2:35][NH:36][C:8]([C:5]2[CH:4]=[CH:3][C:2]([Br:1])=[CH:7][N:6]=2)=[O:10])[CH2:33][CH2:32][CH2:31][CH2:30]1. Reported procedure: 5-Bromo-pyridine-2-carboxylic acid (0.81 g, 4 mmol) was combined with 2-chloro-4,6-dimethoxy-1,3,5-triazine (CDMT) (0.85 g, 4.8 mmol) and diluted with DCM (20 mL). This was immediately treated with 4-methyl morpholine (0.81 g, 8 mmol) and allowed to stir at ambient temperature for 1 h. 2-Pyrrolidin-1-yl-ethylamine (0.46 g, 4 mmol) was then added in one portion. Stirring was continued overnight. Reaction solvents were removed and residue was taken up in ethyl acetate and washed once with water. A...